Dataset: the Open Reaction Database (ORD), a public repository of structured organic reaction records. Task: describe an organic reaction: reactants, conditions, products, and yield The reactants are C(C)OC(C(CC1=C(C=C(C=C1)OCC1=C(N=C(S1)C1=CC=C(C=C1)C(F)(F)F)C)C)OCC)=O ([rac]-2-ethoxy-3-{2-methyl-4-[4-methyl-2-(4-trifluoromethyl-phenyl)-thiazol-5-ylmethoxy]-phenyl}-propionic acid ethyl ester), [Li+].[OH-] (LiOH). Yields the product C(C)OC(C(=O)O)CC1=C(C=C(C=C1)OCC1=C(N=C(S1)C1=CC=C(C=C1)C(F)(F)F)C)C ([rac]-2-ethoxy-3-{2-methyl-4-[4-methyl-2-(4-trifluoromethyl-phenyl)-thiazol-5-ylmethoxy]-phenyl}-propionic acid). As a reaction SMILES: C([O:3][C:4](=[O:35])[CH:5]([O:32][CH2:33][CH3:34])[CH2:6][C:7]1[CH:12]=[CH:11][C:10]([O:13][CH2:14][C:15]2[S:19][C:18]([C:20]3[CH:25]=[CH:24][C:23]([C:26]([F:29])([F:28])[F:27])=[CH:22][CH:21]=3)=[N:17][C:16]=2[CH3:30])=[CH:9][C:8]=1[CH3:31])C.[Li+].[OH-]>>[CH2:33]([O:32][CH:5]([CH2:6][C:7]1[CH:12]=[CH:11][C:10]([O:13][CH2:14][C:15]2[S:19][C:18]([C:20]3[CH:21]=[CH:22][C:23]([C:26]([F:27])([F:28])[F:29])=[CH:24][CH:25]=3)=[N:17][C:16]=2[CH3:30])=[CH:9][C:8]=1[CH3:31])[C:4]([OH:35])=[O:3])[CH3:34] |f:1.2|. Procedure details: In analogy to the procedure described in example 10 d], [rac]-2-ethoxy-3-{2-methyl-4-[4-methyl-2-(4-trifluoromethyl-phenyl)-thiazol-5-ylmethoxy]-phenyl}-propionic acid ethyl ester was treated with LiOH to obtain [rac]-2-ethoxy-3-{2-methyl-4-[4-methyl-2-(4-trifluoromethyl-phenyl)-thiazol-5-ylmethoxy]-phenyl}-propionic acid as light yellow solid. Starting materials: C(C)C1=CC=C(N)C=C1 (4-Ethylaniline), C(C)(=O)OC(C)=O (acetic anhydride), [N+](=O)(O)[O-] (nitric acid). Conditions: temperature 0 celsius, time 30 minute. Yields the product C(C)C1=CC(=C(N)C=C1)[N+](=O)[O-] (4-ethyl-2-nitroaniline). RXN SMILES: [CH2:1]([C:3]1[CH:9]=[CH:8][C:6]([NH2:7])=[CH:5][CH:4]=1)[CH3:2].C(OC(=O)C)(=O)C.[N+:17]([O-])([OH:19])=[O:18]>>[CH2:1]([C:3]1[CH:9]=[CH:8][C:6]([NH2:7])=[C:5]([N+:17]([O-:19])=[O:18])[CH:4]=1)[CH3:2]. Procedure: 4-Ethylaniline (15.0 g, 124 mmol) was carefully added to acetic anhydride (100 mL, 1.06 mol) that was pre-cooled to 0° C., and the mixture was warmed to rt over 30 min, then recooled to 0° C., and nitric acid (7.90 mL of a 70% v/v aq. solution, 124 mL) was added dropwise. After 30 min, the reaction mixture was quenched into an ice-water bath, the resulting slurry was filtered, and the filter cake was dried in vacuo. The crude solid product was dissolved in 6M HCl (100 mL) and dioxane (60 mL), an... Starting materials: C(C)(=O)C1=C(N=CO1)C (5-Acetyl-4-methyloxazole), C1(=CC=CC=C1)[Li] (phenyllithium), [Cl-].[Na+] (sodium chloride), O (water). Run in C(C)OCC (diethylether). Reaction conditions: time 45 minute. Product: CC=1N=COC1C(C)(O)C1=CC=CC=C1 (1-(4-methyl-5-oxazolyl)-1-phenylethanol). Reaction SMILES: [C:1]([C:4]1[O:8][CH:7]=[N:6][C:5]=1[CH3:9])(=[O:3])[CH3:2].[C:10]1([Li])[CH:15]=[CH:14][CH:13]=[CH:12][CH:11]=1.O.[Cl-].[Na+]>C(OCC)C>[CH3:9][C:5]1[N:6]=[CH:7][O:8][C:4]=1[C:1]([C:10]1[CH:15]=[CH:14][CH:13]=[CH:12][CH:11]=1)([OH:3])[CH3:2] |f:3.4|. Procedure: 5-Acetyl-4-methyloxazole (5g) in dry diethylether (25ml) at -70° C. under a nitrogen atmosphere was treated dropwise with phenyllithium (1.8M solution in cyclohexane-diethylether, 27ml). After 45 minutes the mixture was allowed to warm to room temperature and water (10 ml) was added. The mixture was poured into saturated aqueous sodium chloride and extracted with dichloromethane. The product thus obtained was crystallised from diethylether to give 1-(4-methyl-5-oxazolyl)-1-phenylethanol, m.p. 10... The reactants are [OH-].[NH4+] (ammonium hydroxide), SC1=NC(=NS1)C1=C(C=CC=C1)C (5-mercapto-3-(2-methylphenyl)-1,2,4-thiadiazole), [O-]Cl.[Na+] (NaOCl). Run in [OH-].[Na+] (sodium hydroxide), O (water), O (water). The product is CC1=C(C=CC=C1)C1=NSC(=N1)SN (3-(2-Methylphenyl)-1,2,4-thiadiazole-5-sulfenamide). Reaction SMILES: [SH:1][C:2]1[S:6][N:5]=[C:4]([C:7]2[CH:12]=[CH:11][CH:10]=[CH:9][C:8]=2[CH3:13])[N:3]=1.[O-]Cl.[Na+].[OH-].[NH4+:18]>[OH-].[Na+].O>[CH3:13][C:8]1[CH:9]=[CH:10][CH:11]=[CH:12][C:7]=1[C:4]1[N:3]=[C:2]([S:1][NH2:18])[S:6][N:5]=1 |f:1.2,3.4,5.6|. Procedure details: A solution of 56 g of 5-mercapto-3-(2-methylphenyl)-1,2,4-thiadiazole in 870 ml of 5% sodium hydroxide and 130 ml of water and a solution of 280 ml of 10% NaOCl diluted to 1000 ml with water were added dropwise to 2260 ml of an ammonium hydroxide solution while the mixture was stirred and maintained at 0° with an ice/methanol bath. The resulting mixture was stirred for 10 more minutes and the solids were collected, washed with water and dried under high vacuum (P2O5) to give 43 g of solid, m.p. ...